From a dataset of the Open Reaction Database (ORD), a public repository of structured organic reaction records. describe an organic reaction: reactants, conditions, products, and yield Reactants: CC(=O)OC(C)=O, CC(O)C1CCCCC1, Cc1ccc(S(=O)(=O)O)cc1. Product: CC(=O)OC(C)C1CCCCC1. RXN SMILES: [CH3:10][C:11](=[O:12])[O:13][C:14](=[O:15])[CH3:16].[CH:1]1([CH:7]([CH3:8])[OH:9])[CH2:2][CH2:3][CH2:4][CH2:5][CH2:6]1.[c:17]1([CH3:18])[cH:19][cH:20][c:21]([S:22]([OH:23])(=[O:24])=[O:25])[cH:26][cH:27]1>>[CH:1]1([CH:7]([CH3:8])[O:9][C:11]([CH3:10])=[O:12])[CH2:2][CH2:3][CH2:4][CH2:5][CH2:6]1. The reactants are C1(=CC=CC=C1)C1=NNC(=N1)S (3-phenyl-1,2,4-triazole-5-thiol). Reagents/catalysts: [Ni] (Ni). The solvent is CCO (EtOH). Yields the product C1(=CC=CC=C1)C1=NNC=N1 (3-phenyl-1H-1,2,4-triazole). The yield is 89.2%. As a reaction SMILES: [C:1]1([C:7]2[N:11]=[C:10](S)[NH:9][N:8]=2)[CH:6]=[CH:5][CH:4]=[CH:3][CH:2]=1>CCO.[Ni]>[C:1]1([C:7]2[N:11]=[CH:10][NH:9][N:8]=2)[CH:2]=[CH:3][CH:4]=[CH:5][CH:6]=1. Procedure details: 3-phenyl-1,2,4-triazole-5-thiol (1.80 g, 10.2 mmol) and Raney Ni (rinsed with EtOH 3×, 3 g) in 30 mL EtOH was refluxed for 1.5 h. The mixture was filtered and concentrated. The crude yellow oil was redissolved in EtOAc and filtered through 1″ SiO2, then concentrated to afford 1.32 g of Intermediate 17.1 as a white crystalline solid. Starting materials: CN(C)C1CCN(c2ccc(NC(=O)C3CCNCC3)cc2)C1, N#Cc1cc(Cl)ccc1Cl. Product: CN(C)C1CCN(c2ccc(NC(=O)C3CCN(c4ccc(Cl)cc4C#N)CC3)cc2)C1. RXN SMILES: [CH3:1][N:2]([CH:3]1[CH2:4][N:5]([c:8]2[cH:9][cH:10][c:11]([NH:14][C:15](=[O:16])[CH:17]3[CH2:18][CH2:19][NH:20][CH2:21][CH2:22]3)[cH:12][cH:13]2)[CH2:6][CH2:7]1)[CH3:23].[Cl:24][c:25]1[c:26]([C:27]#[N:28])[cH:29][c:30]([Cl:33])[cH:31][cH:32]1>>[CH3:1][N:2]([CH:3]1[CH2:4][N:5]([c:8]2[cH:9][cH:10][c:11]([NH:14][C:15](=[O:16])[CH:17]3[CH2:18][CH2:19][N:20]([c:25]4[c:26]([C:27]#[N:28])[cH:29][c:30]([Cl:33])[cH:31][cH:32]4)[CH2:21][CH2:22]3)[cH:12][cH:13]2)[CH2:6][CH2:7]1)[CH3:23]. Product: ClC1=C(C(=CC(=C1)C(F)(F)F)Cl)C=1C=C(C=CC1)SC(C)C ([3-(2,6-dichloro-4-trifluoromethylphenyl)phenyl]isopropyl sulfide). Reported procedure: 1.0 g (3.6 mmol) of 3-iodophenyl isopropyl sulfide was stirred in 10 ml of dry benzene in a nitrogen stream at room temperature, while 2.8 ml of a n-butyllithium solution in hexane (1.56 mol/1) was added dropwise. The resulting reaction mixture was stirred at room temperature for another 2 hours and cooled to 10° C., and 1.0 g (4.3 mmol) of 3,5-dichloro-4-fluorobenzotrifluoride in 50 ml of diethyl ether was added dropwise. The resulting reaction mixture was stirred at room temperature for furthe... Starting materials: ClC=1C=C(C=C(C1F)Cl)C(F)(F)F (3,5-dichloro-4-fluorobenzotrifluoride), C(C)(C)SC1=CC(=CC=C1)I (3-iodophenyl isopropyl sulfide), C(CCC)[Li] (n-butyllithium), CCCCCC (hexane). Conditions: time 2 hour. The solvent is C(C)OCC (diethyl ether), C1=CC=CC=C1 (benzene), O (water). RXN SMILES: [CH:1]([S:4][C:5]1[CH:10]=[CH:9][CH:8]=[C:7](I)[CH:6]=1)([CH3:3])[CH3:2].C([Li])CCC.CCCCCC.[Cl:23][C:24]1[CH:25]=[C:26]([C:32]([F:35])([F:34])[F:33])[CH:27]=[C:28]([Cl:31])[C:29]=1F>C1C=CC=CC=1.C(OCC)C.O>[Cl:23][C:24]1[CH:25]=[C:26]([C:32]([F:33])([F:34])[F:35])[CH:27]=[C:28]([Cl:31])[C:29]=1[C:7]1[CH:6]=[C:5]([S:4][CH:1]([CH3:3])[CH3:2])[CH:10]=[CH:9][CH:8]=1. The yield is 38.0%. Starting materials: O=C([O-])[O-], CC1(C)CSCCN1, Cl, [K+], [K+], O=N[O-], [Na+], O. Yields the product CC1(C)CSCCN1N=O. Reaction SMILES: [C:14](=[O:15])([O-:16])[O-:17].[CH3:2][C:3]1([CH3:9])[CH2:4][S:5][CH2:6][CH2:7][NH:8]1.[ClH:1].[K+:18].[K+:19].[N:10](=[O:11])[O-:12].[Na+:13].[OH2:20]>>[CH3:2][C:3]1([CH3:9])[CH2:4][S:5][CH2:6][CH2:7][N:8]1[N:10]=[O:11]. Starting materials: C(=O)([O-])[O-].[Na+].[Na+] (Na2CO3), C(C)(C)(C)OC(=O)N1CCC(CC1)C=1OC2=C(C1)C=C(C=C2)Br (4-(5-bromo-benzofuran-2-yl)-piperidine-1-carboxylic acid tert-butyl ester), CS(=O)(=O)C1=CC=C(C=C1)B(O)O (4-(methanesulfonyl)phenylboronic acid). Solvent: O1CCOCC1.O (dioxane water). Run at temperature 100 celsius. Yields the product C(C)(C)(C)OC(=O)N1CCC(CC1)C=1OC2=C(C1)C=C(C=C2)C2=CC=C(C=C2)S(=O)(=O)C (4-[5-(4-Methanesulfonyl-phenyl)-benzofuran-2-yl]-piperidine-1-carboxylic acid tert-butyl ester). Reaction SMILES: C([O-])([O-])=O.[Na+].[Na+].[C:7]([O:11][C:12]([N:14]1[CH2:19][CH2:18][CH:17]([C:20]2[O:21][C:22]3[CH:28]=[CH:27][C:26](Br)=[CH:25][C:23]=3[CH:24]=2)[CH2:16][CH2:15]1)=[O:13])([CH3:10])([CH3:9])[CH3:8].[CH3:30][S:31]([C:34]1[CH:39]=[CH:38][C:37](B(O)O)=[CH:36][CH:35]=1)(=[O:33])=[O:32]>O1CCOCC1.O>[C:7]([O:11][C:12]([N:14]1[CH2:19][CH2:18][CH:17]([C:20]2[O:21][C:22]3[CH:28]=[CH:27][C:26]([C:37]4[CH:38]=[CH:39][C:34]([S:31]([CH3:30])(=[O:33])=[O:32])=[CH:35][CH:36]=4)=[CH:25][C:23]=3[CH:24]=2)[CH2:16][CH2:15]1)=[O:13])([CH3:10])([CH3:9])[CH3:8] |f:0.1.2,5.6|. Procedure: An aqueous Na2CO3 solution (2 M, 0.68 mL) is added to a mixture of 4-(5-bromo-benzofuran-2-yl)-piperidine-1-carboxylic acid tert-butyl ester (2.50 g) and 4-(methanesulfonyl)phenylboronic acid (1.97 g) in a mixture of dioxane/water (60:40). The mixture is sparged with argon for 10 min and PdCl2[1,1′-bis(diphenylphosphino)-ferrocene]*CH2Cl2 complex (500 mg) is added. The resulting mixture is heated to 100° C. for 2 h. After cooling to room temperature, ethyl acetate, brine, and activated charcoal ...